This data is from the Open Reaction Database (ORD), a public repository of structured organic reaction records. The task is: describe an organic reaction: reactants, conditions, products, and yield Starting materials: CCN=C=NCCCN(C)C, CCN(C(C)C)C(C)C, Clc1ccccc1OC1CCNCC1, Cl, Cl, CN(C)C=O, O, On1nnc2ccccc21, O=C(O)CNC(=O)c1ccc(Nc2ccccc2)nc1. Yields the product O=C(NCC(=O)N1CCC(Oc2ccccc2Cl)CC1)c1ccc(Nc2ccccc2)nc1. RXN SMILES: [CH3:40][CH2:41][N:42]=[C:43]=[N:44][CH2:45][CH2:46][CH2:47][N:48]([CH3:49])[CH3:50].[CH:21]([N:22]([CH2:23][CH3:24])[CH:25]([CH3:26])[CH3:27])([CH3:28])[CH3:29].[Cl:53][c:54]1[c:55]([O:56][CH:57]2[CH2:58][CH2:59][NH:60][CH2:61][CH2:62]2)[cH:63][cH:64][cH:65][cH:66]1.[ClH:51].[ClH:52].[O:67]=[CH:68][N:69]([CH3:70])[CH3:71].[OH2:72].[OH:30][n:31]1[c:32]2[c:33]([cH:34][cH:35][cH:36][cH:37]2)[n:38][n:39]1.[c:1]1([NH:7][c:8]2[cH:9][cH:10][c:11]([C:14](=[O:15])[NH:16][CH2:17][C:18](=[O:19])[OH:20])[cH:12][n:13]2)[cH:2][cH:3][cH:4][cH:5][cH:6]1>>[c:1]1([NH:7][c:8]2[cH:9][cH:10][c:11]([C:14](=[O:15])[NH:16][CH2:17][C:18](=[O:20])[N:60]3[CH2:59][CH2:58][CH:57]([O:56][c:55]4[c:54]([Cl:53])[cH:66][cH:65][cH:64][cH:63]4)[CH2:62][CH2:61]3)[cH:12][n:13]2)[cH:2][cH:3][cH:4][cH:5][cH:6]1. Starting materials: dienes, octadienyl esters, carboxylic acid, alkali metal salt, quaternary ammonium hydroxide, C=CC=C (Butadiene), diol, C(CCCO)O (1,4-butanediol), carboxylic acid, C(=O)=O (CO2), C=CC=C (butadiene), C(CCCCCO)O (1,6-hexanediol), C=CC=C (Butadiene), C(\C=C\C(=O)O)(=O)O (fumaric acid), C=CC=C (butadiene), C(CCCCO)O (1,5-pentanediol), diene. Reagents/catalysts: [Pd] (palladium), [Pd] (Pd), [Pd] (palladium), [Pd] (palladium), [Ni+2] (nickel(II)), [Pd] (Pd). The solvent is O (water). Yields the product C(=CC=CCCCC)O (octadienyl alcohol). Yield: 61.0%. Reaction SMILES: [CH2:1]([OH:6])[CH2:2][CH2:3][CH2:4]O.[CH2:7](O)[CH2:8][CH2:9][CH2:10]CO.C(O)CCCCCO.C=CC=C.C(O)(=O)/C=C/C(O)=O.C(=O)=O>[Pd].[Ni+2].O>[CH:1]([OH:6])=[CH:2][CH:3]=[CH:4][CH2:7][CH2:8][CH2:9][CH3:10]. Procedure: The use of low palladium levels in the telomerization of conjugated dienes is disclosed in British patent No. 2,114,974. This patent teaches that when 1,4-butanediol, 1,5-pentanediol, and 1,6-hexanediol telomerized with butadiene, about a 61% yield of monoether based on butadiene can be realized by using a molar ratio of catalyst/diene equal to about 1/20,600. The patent also discloses that a large stoichiometric excess of diol is also necessary in order to obtain high yields of the desired mono...